Dataset: the Open Reaction Database (ORD), a public repository of structured organic reaction records. Task: describe an organic reaction: reactants, conditions, products, and yield Reactants: CC(NCC(O)C(Cc1ccccc1)NC(=O)c1cc(N2CCCC2=O)cc([N+](=O)[O-])c1)C(=O)NC1CCCCC1, CCO, O. The product is CC(NCC(O)C(Cc1ccccc1)NC(=O)c1cc(N)cc(N2CCCC2=O)c1)C(=O)NC1CCCCC1. Reaction SMILES: [CH2:1]([c:2]1[cH:3][cH:4][cH:5][cH:6][cH:7]1)[CH:8]([CH:9]([CH2:10][NH:11][CH:12]([CH3:13])[C:14]([NH:15][CH:16]1[CH2:17][CH2:18][CH2:19][CH2:20][CH2:21]1)=[O:22])[OH:23])[NH:24][C:25]([c:26]1[cH:27][c:28]([N+:38]([O-:39])=[O:40])[cH:29][c:30]([N:32]2[C:33](=[O:37])[CH2:34][CH2:35][CH2:36]2)[cH:31]1)=[O:41].[CH3:42][CH2:43][OH:44].[OH2:45]>>[CH2:1]([c:2]1[cH:3][cH:4][cH:5][cH:6][cH:7]1)[CH:8]([CH:9]([CH2:10][NH:11][CH:12]([CH3:13])[C:14]([NH:15][CH:16]1[CH2:17][CH2:18][CH2:19][CH2:20][CH2:21]1)=[O:22])[OH:23])[NH:24][C:25]([c:26]1[cH:27][c:28]([NH2:38])[cH:29][c:30]([N:32]2[C:33](=[O:37])[CH2:34][CH2:35][CH2:36]2)[cH:31]1)=[O:41]. Starting materials: C(C)OC(CC(=O)C(=O)OCC)=O (oxalacetic acid diethyl ester), C(O)(O)=O.NC(=N)N (guanidine carbonate). Solvent: O (water), C(C)O (ethanol). Yields the product C(C)OC(=O)C=1N=C(NC(C1)=O)N (2-Amino-6-oxo-1,6-dihydro-pyrimidine-4-carboxylic acid ethyl ester). RXN SMILES: [CH2:1]([O:3][C:4](=[O:13])[CH2:5][C:6]([C:8](OCC)=[O:9])=O)[CH3:2].C(=O)(O)O.[NH2:18][C:19]([NH2:21])=[NH:20]>C(O)C.O>[CH2:1]([O:3][C:4]([C:5]1[N:18]=[C:19]([NH2:21])[NH:20][C:8](=[O:9])[CH:6]=1)=[O:13])[CH3:2] |f:1.2|. Reported procedure: A solution of oxalacetic acid diethyl ester (8.5 g, 45.2 mmol) in ethanol (100 mL) was treated with guanidine carbonate (8.1 g, 45.2 mmol) and this was stirred under reflux for 2 hours. The mixture was diluted with water, concentrated to removed ethanol, and the solid was collected by filtration. The solid was then suspended in ethanol (40 mL) and concentrated hydrochloric acid (1 mL) and refluxed for 15 minutes. The mixture was then cooled, basified with potassium carbonate, diluted with water ... The reactants are CC(=O)O[BH-](OC(C)=O)OC(C)=O, CC(C)C1NCCNC1=O, Cn1c(C=O)nc2c(N3CCOCC3)nc(Cl)nc21, Cn1cnc2c(Cl)nc(Cl)nc21, [Na+]. The product is CC(C)C1C(=O)NCCN1Cc1nc2c(N3CCOCC3)nc(Cl)nc2n1C. As a reaction SMILES: [C:42]([O:43][BH-:44]([O:45][C:46](=[O:47])[CH3:48])[O:49][C:50](=[O:51])[CH3:52])(=[O:53])[CH3:54].[CH:20]([CH3:21])([CH3:22])[CH:23]1[C:24](=[O:29])[NH:25][CH2:26][CH2:27][NH:28]1.[Cl:1][c:2]1[n:3][c:4]([N:14]2[CH2:15][CH2:16][O:17][CH2:18][CH2:19]2)[c:5]2[n:6][c:7]([CH:12]=[O:13])[n:8]([CH3:11])[c:9]2[n:10]1.[Cl:30][c:31]1[n:32][c:33]2[c:34]([n:35][cH:36][n:37]2[CH3:38])[c:39]([Cl:40])[n:41]1.[Na+:55]>>[Cl:1][c:2]1[n:3][c:4]([N:14]2[CH2:15][CH2:16][O:17][CH2:18][CH2:19]2)[c:5]2[n:6][c:7]([CH2:12][N:28]3[CH:23]([CH:20]([CH3:21])[CH3:22])[C:24](=[O:29])[NH:25][CH2:26][CH2:27]3)[n:8]([CH3:11])[c:9]2[n:10]1. The reactants are FC1=C(C=CC=C1)NC(C(C(=O)OCC)C)=O (ethyl 3-(2-fluorophenylamino)-2-methyl-3-oxopropanoate), [OH-].[Na+] (NaOH). The solvent is C1CCOC1 (THF). The product is FC1=C(C=CC=C1)NC(C(C(=O)O)C)=O (3-(2-fluorophenylamino)-2-methyl-3-oxopropanoic acid). RXN SMILES: [F:1][C:2]1[CH:7]=[CH:6][CH:5]=[CH:4][C:3]=1[NH:8][C:9](=[O:17])[CH:10]([CH3:16])[C:11]([O:13]CC)=[O:12].[OH-].[Na+]>C1COCC1>[F:1][C:2]1[CH:7]=[CH:6][CH:5]=[CH:4][C:3]=1[NH:8][C:9](=[O:17])[CH:10]([CH3:16])[C:11]([OH:13])=[O:12] |f:1.2|. Procedure details: Prepared according to general Procedure B using ethyl 3-(2-fluorophenylamino)-2-methyl-3-oxopropanoate (15.0 g, 62.7 mmol) and NaOH (3.26 g, 81.5 mmol) in THF (60 mL) to give 3-(2-fluorophenylamino)-2-methyl-3-oxopropanoic acid as a white solid. Mass Spectrum (ESI) m/e=212.1 (M+1). Starting materials: S1C2=C(C=C1C1=NN(C3=CC=C(C=C13)C(=O)N)C1OCCCC1)C=CC=C2 (3-benzo[b]thiophen-2-yl-1-perhydro-2H-pyran-2-yl-1H-indazole-5-carboxamide), Cl (HCl), CO (MeOH), [OH-].[Na+] (NaOH). Reaction conditions: temperature 65 celsius. Yields the product S1C2=C(C=C1C1=NNC3=CC=C(C=C13)C(=O)OC)C=CC=C2 (Methyl 3-benzo[b]thiophen-2-yl-1H-indazole-5-carboxylate). Yield: 26.0%. RXN SMILES: [S:1]1[C:5]([C:6]2[C:14]3[C:9](=[CH:10][CH:11]=[C:12]([C:15](N)=[O:16])[CH:13]=3)[N:8](C3CCCCO3)[N:7]=2)=[CH:4][C:3]2[CH:24]=[CH:25][CH:26]=[CH:27][C:2]1=2.Cl.[OH-:29].[Na+].[CH3:31]O>>[S:1]1[C:5]([C:6]2[C:14]3[C:9](=[CH:10][CH:11]=[C:12]([C:15]([O:29][CH3:31])=[O:16])[CH:13]=3)[NH:8][N:7]=2)=[CH:4][C:3]2[CH:24]=[CH:25][CH:26]=[CH:27][C:2]1=2 |f:2.3|. Reported procedure: A mixture of 3-benzo[b]thiophen-2-yl-1-perhydro-2H-pyran-2-yl-1H-indazole-5-carboxamide (126 mg, 0.334 mmol), 10.0 mL of MeOH, and 10.0 mL of 6.0 N aq. HCl were heated at 65° C. for 24 h. The reaction mixture was added dropwise to 50 mL of 6.0 N aq. NaOH with stirring. This mixture was extracted with 3×EtOAc and the combined organics were dried (Na2SO4). Purification by silica gel chromatography using 30–40% EtOAc in hexanes afforded the title compound (27.0 mg, 26% yield): 1H NMR (DMSO-d6) δ 13... The reactants are C(=O)(N1C=NC=C1)N1C=NC=C1 (carbonyldiimidazol), O=C1N(N=C2C1=CNC=1C=CC=CC21)C2=CC=C(C(=O)O)C=C2 (4-(3-Oxo-3,5-dihydro-pyrazolo[4,3-c]quinolin-2-yl)-benzoic acid), N[C@@H](CC1=CC=CC=C1)C(=O)O (Phenylalanine). Solvent: O (H2O), CN(C)C=O (DMF), O (H2O), C(C)N(CC)CC (triethylamine). Reaction conditions: temperature 75 celsius, time 4 hour. Yields the product O=C1N(N=C2C1=CNC=1C=CC=CC21)C2=CC=C(C(=O)NC(C(=O)O)CC1=CC=CC=C1)C=C2 (2-[4-(3-Oxo-3,5-dihydro-pyrazolo[4,3-c]quinolin-2-yl)-benzoylamino]-3-phenyl-propionic acid). As a reaction SMILES: [O:1]=[C:2]1[C:6]2=[CH:7][NH:8][C:9]3[CH:10]=[CH:11][CH:12]=[CH:13][C:14]=3[C:5]2=[N:4][N:3]1[C:15]1[CH:23]=[CH:22][C:18]([C:19]([OH:21])=O)=[CH:17][CH:16]=1.C(N1C=CN=C1)(N1C=CN=C1)=O.[NH2:36][C@H:37]([C:45]([OH:47])=[O:46])[CH2:38][C:39]1[CH:44]=[CH:43][CH:42]=[CH:41][CH:40]=1>CN(C=O)C.O.C(N(CC)CC)C>[O:1]=[C:2]1[C:6]2=[CH:7][NH:8][C:9]3[CH:10]=[CH:11][CH:12]=[CH:13][C:14]=3[C:5]2=[N:4][N:3]1[C:15]1[CH:16]=[CH:17][C:18]([C:19]([NH:36][CH:37]([CH2:38][C:39]2[CH:44]=[CH:43][CH:42]=[CH:41][CH:40]=2)[C:45]([OH:47])=[O:46])=[O:21])=[CH:22][CH:23]=1. Reported procedure: 4-(3-Oxo-3,5-dihydro-pyrazolo[4,3-c]quinolin-2-yl)-benzoic acid (30 mg, 0.1 mmol) was dissolved in DMF (0.5 ml) and 18 mg (0.1 mmol) of carbonyldiimidazol (90% pure) was added and the mixture stirred for 4 h. Phenylalanine (33 mg, 0.2 mmol) was dissolved in of H2O (0.5 ml) together with triethylamine (0.05 ml) and added to the activated acid. This reaction mixture was heated at 75° C. for 2 h. After cooling it was made acidic and diluted 5×with H2O. The precipitate was filtered and washed with H...